This data is from the Open Reaction Database (ORD), a public repository of structured organic reaction records. The task is: describe an organic reaction: reactants, conditions, products, and yield The reactants are C(C)(C)(C)OC(NC=1SC(=C(N1)CC)SC)=O ((4-ethyl-5-methylsulfanyl-thiazol-2-yl)-carbamic acid tert-butyl ester). The solvent is Cl (HCl). Run at temperature 30 celsius. Product: C(C)C=1N=C(SC1SC)N (4-Ethyl-5-methylsulfanyl-thiazol-2-ylamine). As a reaction SMILES: C(OC(=O)[NH:7][C:8]1[S:9][C:10]([S:15][CH3:16])=[C:11]([CH2:13][CH3:14])[N:12]=1)(C)(C)C>Cl>[CH2:13]([C:11]1[N:12]=[C:8]([NH2:7])[S:9][C:10]=1[S:15][CH3:16])[CH3:14]. Reported procedure: The above prepared (4-ethyl-5-methylsulfanyl-thiazol-2-yl)-carbamic acid tert-butyl ester (1.067 g, 3.888 mmol) was treated with 20 mL of HCl (4 M in dioxane). After 48 h at RT the reaction mixture was evaporated to dryness and, since still some starting material was present, the procedure repeated, but this time the temperature was raised to 30° C. Careful evaporation and drying left 0.814 g of the title compound as hydrochloride.